From a dataset of the Open Reaction Database (ORD), a public repository of structured organic reaction records. describe an organic reaction: reactants, conditions, products, and yield Reactants: CO, CCOC(=O)C=Cc1cnn(C)c1, Cl, [Na+], C1CCOC1, [OH-]. Product: Cn1cc(C=CC(=O)O)cn1. As a reaction SMILES: [CH3:14][OH:15].[CH3:1][n:2]1[n:3][cH:4][c:5]([CH:7]=[CH:8][C:9](=[O:10])[O:11][CH2:12][CH3:13])[cH:6]1.[ClH:18].[Na+:17].[O:19]1[CH2:20][CH2:21][CH2:22][CH2:23]1.[OH-:16]>>[CH3:1][n:2]1[n:3][cH:4][c:5]([CH:7]=[CH:8][C:9](=[O:10])[OH:11])[cH:6]1. Starting materials: FC1=CC2=C(C(=NO2)C2CCNCC2)C=C1 (6-fluoro-3-(4-piperidinyl)-1,2-benzisoxazole), C1(=CC=CC=C1)S(=O)(=O)OCCCOC1=C(C=CC=C1)NC(C)=O (N-[2-(3-phenylsulfonyloxypropoxy)phenyl]acetamide), C(=O)([O-])[O-].[K+].[K+] (K2CO3), C(C)#N (acetonitrile). The solvent is O (water). The product is FC1=CC2=C(C(=NO2)C2CCN(CC2)CCCOC2=C(C=CC=C2)CC(=O)N)C=C1 (2-[3-[4-(6fluoro-1,2-benzisoxazol-3-yl)-1-piperidinyl]propoxylphenyl]acetamide). RXN SMILES: [F:1][C:2]1[CH:16]=[CH:15][C:5]2[C:6]([CH:9]3[CH2:14][CH2:13][NH:12][CH2:11][CH2:10]3)=[N:7][O:8][C:4]=2[CH:3]=1.C1(S(O[CH2:27][CH2:28][CH2:29][O:30][C:31]2[CH:36]=[CH:35][CH:34]=[CH:33][C:32]=2NC(=O)C)(=O)=O)C=CC=CC=1.C([O-])([O-])=[O:42].[K+].[K+].[C:47](#[N:49])[CH3:48]>O>[F:1][C:2]1[CH:16]=[CH:15][C:5]2[C:6]([CH:9]3[CH2:10][CH2:11][N:12]([CH2:27][CH2:28][CH2:29][O:30][C:31]4[CH:36]=[CH:35][CH:34]=[CH:33][C:32]=4[CH2:48][C:47]([NH2:49])=[O:42])[CH2:13][CH2:14]3)=[N:7][O:8][C:4]=2[CH:3]=1 |f:2.3.4|. Procedure: A mixture of 6-fluoro-3-(4-piperidinyl)-1,2-benzisoxazole (3.4 g, 16 mmol), N-[2-(3-phenylsulfonyloxypropoxy)phenyl]acetamide (5.3 g, 16 mmol), K2CO3 (2.2 g), and acetonitrile (50 ml) was stirred and refluxed for 5 hours. The reaction was poured into water, and the aqueous suspension was extracted with ethyl acetate. The ethyl acetate was washed (water and brine), dried (MgSO4) and the solvent was concentrated to afford 6.0 g of a thick, brown oil. The oil was chromatographed on a Waters Prep 50...